Dataset: the Open Reaction Database (ORD), a public repository of structured organic reaction records. Task: describe an organic reaction: reactants, conditions, products, and yield Starting materials: CC(C)(C)c1ccc(Cn2ccc3cc(N)ccc32)cc1, CC(C)=O, CCN(C(C)C)C(C)C, O=C(O)c1cccc(S(=O)(=O)Cl)c1. Product: CC(C)(C)c1ccc(Cn2ccc3cc(NS(=O)(=O)c4cccc(C(=O)O)c4)ccc32)cc1. As a reaction SMILES: [C:14]([CH3:15])([CH3:16])([CH3:17])[c:18]1[cH:19][cH:20][c:21]([CH2:22][n:23]2[cH:24][cH:25][c:26]3[cH:27][c:28]([NH2:32])[cH:29][cH:30][c:31]23)[cH:33][cH:34]1.[CH3:44][C:45](=[O:46])[CH3:47].[CH:35]([N:36]([CH:37]([CH3:38])[CH3:39])[CH2:40][CH3:41])([CH3:42])[CH3:43].[Cl:1][S:2](=[O:3])(=[O:4])[c:5]1[cH:6][c:7]([C:8](=[O:9])[OH:10])[cH:11][cH:12][cH:13]1>>[S:2](=[O:3])(=[O:4])([c:5]1[cH:6][c:7]([C:8](=[O:9])[OH:10])[cH:11][cH:12][cH:13]1)[NH:32][c:28]1[cH:27][c:26]2[cH:25][cH:24][n:23]([CH2:22][c:21]3[cH:20][cH:19][c:18]([C:14]([CH3:15])([CH3:16])[CH3:17])[cH:34][cH:33]3)[c:31]2[cH:30][cH:29]1. The reactants are ClC1=C(C=CC(=C1)C(=O)OC)C1=C(C=C(C=C1)OC)F (Methyl 2-chloro-2′-fluoro-4′-methoxybiphenyl-4-carboxylate), II (iodine), OS(=O)[O-].[Na+] (NaHSO3). Reagents/catalysts: S(=O)(=O)([O-])[O-].[Ag+2] (silver sulfate). The solvent is CO (methanol). Product: ClC1=C(C=CC(=C1)C(=O)OC)C1=C(C=C(C(=C1)I)OC)F (Methyl 2-chloro-2′-fluoro-5′-iodo-4′-methoxybiphenyl-4-carboxylate). Reaction SMILES: [Cl:1][C:2]1[CH:7]=[C:6]([C:8]([O:10][CH3:11])=[O:9])[CH:5]=[CH:4][C:3]=1[C:12]1[CH:17]=[CH:16][C:15]([O:18][CH3:19])=[CH:14][C:13]=1[F:20].[I:21]I.OS([O-])=O.[Na+]>S([O-])([O-])(=O)=O.[Ag+2].CO>[Cl:1][C:2]1[CH:7]=[C:6]([C:8]([O:10][CH3:11])=[O:9])[CH:5]=[CH:4][C:3]=1[C:12]1[CH:17]=[C:16]([I:21])[C:15]([O:18][CH3:19])=[CH:14][C:13]=1[F:20] |f:2.3,4.5|. Procedure: Methyl 2-chloro-2′-fluoro-4′-methoxybiphenyl-4-carboxylate (550 mg, 1.87 mmol), methanol (8 mL), iodine (474 mg, 1.87 mmol), and silver sulfate (583 mg, 1.87 mmol) were stirred at room temperature for 2 hours to complete the reaction. The crude reaction mixture was worked up with NaHSO3 (aq). Volatiles were removed under reduced pressure. The pot residue was worked up with brine, extracted with ethyl acetate, dried over Na2SO4, filtered and evaporated to afford a light brown solid. This solid wa... The reactants are O (water), [Na] (Sodium), [Na] (sodium), C(#N)CC1=NC=CC(=C1)C (2-cyanomethyl-4-methylpyridine), ClC1=C(C=CC=C1)C(C(=O)O)CO (2-(o-chlorophenyl)2-hydroxymethylacetic acid). Solvent: CO (methanol). Yields the product ClC1=C(C=CC=C1)C1OC(=C(C1=O)C1=NC=CC(=C1)C)N (2-(o-Chlorophenyl)-3-oxo-4-(4-methylpyridyl)-5-amino-2,3-dihydrofurane). The yield is 28.0%. Reaction SMILES: [Na].[C:2]([CH2:4][C:5]1[CH:10]=[C:9]([CH3:11])[CH:8]=[CH:7][N:6]=1)#[N:3].[Cl:12][C:13]1[CH:18]=[CH:17][CH:16]=[CH:15][C:14]=1[CH:19](CO)[C:20]([OH:22])=O.[OH2:25]>CO>[Cl:12][C:13]1[CH:18]=[CH:17][CH:16]=[CH:15][C:14]=1[CH:19]1[C:20](=[O:22])[C:4]([C:5]2[CH:10]=[C:9]([CH3:11])[CH:8]=[CH:7][N:6]=2)=[C:2]([NH2:3])[O:25]1 |^1:0|. Procedure: Sodium (0.35 g, 15.2 mmol) was added in methanol (8 ml) and stirred at room temperature under nitrogen atomsphere till complete dissolution of sodium, and then 2-cyanomethyl-4-methylpyridine (1.10 g, 8.51 mmol) and 2-(o-chlorophenyl)2-hydroxymethylacetic acid (1.78 g, 1.35 mmol) were slowly added. After refluxing for 2 hours with stirring the solution was cooled with a small amount of water and concentrated under the reduced pressure. The residue was extracted with methylene chloride and the com... Reactants: ICC (iodoethane), resultant solution, C(C1=CC=CC=C1)N1CCC(CC1)=O (1-benzyl-piperidin-4-one), C[Si]([N-][Si](C)(C)C)(C)C.[Li+] (lithium hexamethyldisilazide), solution. Run in C1CCOC1 (THF), C1CCOC1 (THF), C1CCOC1 (THF). Conditions: temperature -78 celsius, time 30 minute. The product is C(C1=CC=CC=C1)N1CC(C(CC1)=O)CC (1-benzyl-3-ethyl-piperidin-4-one). Yield: 11.7%. RXN SMILES: [CH2:1]([N:8]1[CH2:13][CH2:12][C:11](=[O:14])[CH2:10][CH2:9]1)[C:2]1[CH:7]=[CH:6][CH:5]=[CH:4][CH:3]=1.C[Si](C)(C)[N-][Si](C)(C)C.[Li+].I[CH2:26][CH3:27]>C1COCC1>[CH2:1]([N:8]1[CH2:13][CH2:12][C:11](=[O:14])[CH:10]([CH2:26][CH3:27])[CH2:9]1)[C:2]1[CH:3]=[CH:4][CH:5]=[CH:6][CH:7]=1 |f:1.2|. Procedure details: To a −78° C. solution of 1-benzyl-piperidin-4-one (3.79 g, 20 mmol) in anhydrous THF (20 mL) was added lithium hexamethyldisilazide (21 mL, 21 mmol of a 1.0 M solution in THF). After being stirred at −78° C. for 30 min, a solution of iodoethane (1.7 mL, 21 mmol) in THF (5 mL) was added to the reaction mixture. The resultant solution was stirred at 25° C. for 2 h and quenched with water. The aqueous layer was extracted with CH2Cl2. The organic extracts were combined, washed with brine and dried o... The reactants are CC(C)(C)OC(=O)Nc1ccccc1CC(=O)N1CC2C(=O)CCC(c3ccccc3)(c3ccccc3)C2C1, Cl, C1COCCO1. The product is Cl, Nc1ccccc1CC(=O)N1CC2C(=O)CCC(c3ccccc3)(c3ccccc3)C2C1. Reaction SMILES: [C:1]([O:2][C:3](=[O:4])[NH:8][c:9]1[c:10]([CH2:15][C:16](=[O:17])[N:18]2[CH2:19][CH:20]3[C:21]([c:28]4[cH:29][cH:30][cH:31][cH:32][cH:33]4)([c:34]4[cH:35][cH:36][cH:37][cH:38][cH:39]4)[CH2:22][CH2:23][C:24](=[O:27])[CH:25]3[CH2:26]2)[cH:11][cH:12][cH:13][cH:14]1)([CH3:5])([CH3:6])[CH3:7].[ClH:40].[O:41]1[CH2:42][CH2:43][O:44][CH2:45][CH2:46]1>>[ClH:40].[NH2:8][c:9]1[c:10]([CH2:15][C:16](=[O:17])[N:18]2[CH2:19][CH:20]3[C:21]([c:28]4[cH:29][cH:30][cH:31][cH:32][cH:33]4)([c:34]4[cH:35][cH:36][cH:37][cH:38][cH:39]4)[CH2:22][CH2:23][C:24](=[O:27])[CH:25]3[CH2:26]2)[cH:11][cH:12][cH:13][cH:14]1. Yields the product N1=C(C=CC2=CC=CC=C12)OC1=CC=C(OC(C(=O)O)C)C=C1 (2-(4-(2-quinolinyloxy)phenoxy)propanoic acid). As a reaction SMILES: [Na][Na].[OH:3][C:4]1[CH:15]=[CH:14][C:7]([O:8][CH:9]([CH3:13])[C:10]([OH:12])=[O:11])=[CH:6][CH:5]=1.[OH-].[Na+].Cl[C:19]1[CH:28]=[CH:27][C:26]2[C:21](=[CH:22][CH:23]=[CH:24][CH:25]=2)[N:20]=1>CS(C)=O.O.C1(C)C=CC=CC=1>[N:20]1[C:21]2[C:26](=[CH:25][CH:24]=[CH:23][CH:22]=2)[CH:27]=[CH:28][C:19]=1[O:3][C:4]1[CH:5]=[CH:6][C:7]([O:8][CH:9]([CH3:13])[C:10]([OH:12])=[O:11])=[CH:14][CH:15]=1 |f:2.3|. The reactants are [Na][Na] (disodium), acid, OC1=CC=C(OC(C(=O)O)C)C=C1 (2-(4-hydroxyphenoxy)propionic acid), [OH-].[Na+] (sodium hydroxide), ClC1=NC2=CC=CC=C2C=C1 (2-chloroquinoline). Reported procedure: The disodium salt of 2-(4-hydroxyphenoxy)propionic acid was made by dissolving the acid (9.1 gm, 0.05 mole) in 50 ml of DMSO and adding a solution of sodium hydroxide (4.4 gm, 0.11 mole) in 13 ml of water. The mixture was stirred for 30 min. and warmed to 55° C. at which time a solution of 2-chloroquinoline (8.2 gm, 0.050 mole) in 20 ml of DMSO was added. The reaction mixture was heated at 97°-108° for 1.5 hr. and then at 122°-125° for one hour longer. At the end of this time the mixture was pou... Conditions: time 30 minute. Solvent: C1(=CC=CC=C1)C (toluene), O (water), CS(=O)C (DMSO), O (water), CS(=O)C (DMSO).